This data is from the Open Reaction Database (ORD), a public repository of structured organic reaction records. The task is: describe an organic reaction: reactants, conditions, products, and yield The reactants are ClCCCOC1=C(C2=C(C(=NO2)C(F)(F)F)C=C1)CCC (6-(3-chloropropoxy)-7-propyl-3-(trifluoromethyl)-1,2-benzisoxazole), BrC(CC)Cl (bromochloropropane), C1(=CC=CC=C1)C1C(NC(NC1)=O)=O (5-phenyldihydropyrimidine-2,4(1H,3H)-dione), C(=O)([O-])[O-].[Cs+].[Cs+] (Cs2CO3). Run in CN(C)C=O (DMF), O (water). Yields the product C1(=CC=CC=C1)C1C(N(C(NC1)=O)CCCOC1=C(C2=C(C(=NO2)C(F)(F)F)C=C1)CCC)=O (5-phenyl-3-(3-{[7-propyl-3-(trifluoromethyl)-1,2-benzisoxazol-6-yl]oxy}propyl)dihydropyrimidine-2,4(1H,3H)-dione). As a reaction SMILES: Cl[CH2:2][CH2:3][CH2:4][O:5][C:6]1[CH:18]=[CH:17][C:9]2[C:10]([C:13]([F:16])([F:15])[F:14])=[N:11][O:12][C:8]=2[C:7]=1[CH2:19][CH2:20][CH3:21].BrC(Cl)CC.[C:27]1([CH:33]2[CH2:38][NH:37][C:36](=[O:39])[NH:35][C:34]2=[O:40])[CH:32]=[CH:31][CH:30]=[CH:29][CH:28]=1.C([O-])([O-])=O.[Cs+].[Cs+]>CN(C=O)C.O>[C:27]1([CH:33]2[CH2:38][NH:37][C:36](=[O:39])[N:35]([CH2:2][CH2:3][CH2:4][O:5][C:6]3[CH:18]=[CH:17][C:9]4[C:10]([C:13]([F:16])([F:15])[F:14])=[N:11][O:12][C:8]=4[C:7]=3[CH2:19][CH2:20][CH3:21])[C:34]2=[O:40])[CH:28]=[CH:29][CH:30]=[CH:31][CH:32]=1 |f:3.4.5|. Reported procedure: A mixture of 6-(3-chloropropoxy)-7-propyl-3-(trifluoromethyl)-1,2-benzisoxazole, prepared as for Example 7 from bromochloropropane, (36 mg, 0.12 mmol), 5-phenyldihydropyrimidine-2,4(1H,3H)-dione, from this Example step 1, (42.5 mg, 0.22 mmol), Cs2CO3 (145.7 mg, 0.45 mmol) and KI (9.3 mg, 0.056 mmol) in dry DMF was stirred at room temperature overnight. The reaction mixture was diluted with water and partitioned between ethyl acetate and water. Combined organic extracts were washed with water and... The reactants are OC(CC(=O)O)CCC1=CC=C(C=C1)I (3-Hydroxy-5-(4iodo-phenyl)-pentanoic acid), [N+](=O)([O-])C=1C=C(C=CC1)B(O)O (3-nitrophenylboronic acid), OC(CC(=O)O)CCC1=CC=C(C=C1)I (3-Hydroxy-5-(4iodo-phenyl)-pentanoic acid), C([O-])([O-])=O.[Cs+].[Cs+] (cesium carbonate). The reagents and catalysts are [Pd] (palladium). The solvent is CN(C=O)C (dimethylformamide). Conditions: temperature 100 celsius. The product is OC(CC(=O)O)CCC1=CC=C(C=C1)C1=CC(=CC=C1)[N+](=O)[O-] (3-Hydroxy-5-(3′-nitro-biphenyl-4-yl)-pentanoic acid). Isolated yield 31.7%. As a reaction SMILES: [OH:1][CH:2]([CH2:7][CH2:8][C:9]1[CH:14]=[CH:13][C:12](I)=[CH:11][CH:10]=1)[CH2:3][C:4]([OH:6])=[O:5].C(=O)([O-])[O-].[Cs+].[Cs+].[N+:22]([C:25]1[CH:26]=[C:27](B(O)O)[CH:28]=[CH:29][CH:30]=1)([O-:24])=[O:23]>CN(C)C=O.[Pd]>[OH:1][CH:2]([CH2:7][CH2:8][C:9]1[CH:14]=[CH:13][C:12]([C:29]2[CH:28]=[CH:27][CH:26]=[C:25]([N+:22]([O-:24])=[O:23])[CH:30]=2)=[CH:11][CH:10]=1)[CH2:3][C:4]([OH:6])=[O:5] |f:1.2.3|. Procedure details: 3-Hydroxy-5-(4iodo-phenyl)-pentanoic acid (Intermediate 10, 16 mg, 50 μmol), cesium carbonate (40 mg, 125 μmol), 3-nitrophenylboronic acid (10 mg, 60 μmol) and FibreCat™ 1001 (20 mg, 2.7% w/w palladium) were suspended in dimethylformamide (200 μL) and then heated at 100° C. for 1 hour. The reaction was cooled to room temperature and the solvent removed under reduced pressure. The residue was partitioned between 10% methanol/dichloromethane and 2 M HCl then the phases separated. The organic phase... Starting materials: ClC1=NC(=NC=C1)SC (4-chloro-2-methylsulfanylpyrimidine), [F-].[K+] (potassium fluoride), C(CCC)[Sn](C(=C)OCC)(CCCC)CCCC (tributyl(1-ethoxyvinyl) tin), CN(C)C=O (DMF). Reagents/catalysts: C1([P]([Pd][P](C2=CC=CC=C2)(C3=CC=CC=C3)C4=CC=CC=C4)(C5=CC=CC=C5)C6=CC=CC=C6)=CC=CC=C1 (bis(triphenylphosphine)palladium). Run in C(C)(=O)OCC (ethyl acetate). Reaction conditions: temperature 80 celsius, time 3 hour. Product: C(C)OC(=C)C1=NC(=NC=C1)SC (4-(1-ethoxy-vinyl)-2-methylsulfanylpyrimidine). The yield is 94.3%. As a reaction SMILES: Cl[C:2]1[CH:7]=[CH:6][N:5]=[C:4]([S:8][CH3:9])[N:3]=1.C([Sn](CCCC)(CCCC)[C:15]([O:17][CH2:18][CH3:19])=[CH2:16])CCC.CN(C=O)C.[F-].[K+]>C1(C=CC=CC=1)[P](C1C=CC=CC=1)(C1C=CC=CC=1)[Pd][P](C1C=CC=CC=1)(C1C=CC=CC=1)C1C=CC=CC=1.C(OCC)(=O)C>[CH2:18]([O:17][C:15]([C:2]1[CH:7]=[CH:6][N:5]=[C:4]([S:8][CH3:9])[N:3]=1)=[CH2:16])[CH3:19] |f:3.4,^1:40,54|. Procedure: A mixture comprising 16.4 g of 4-chloro-2-methylsulfanylpyrimidine, 38 g of tributyl(1-ethoxyvinyl) tin, 1.43 g of bis(triphenylphosphine)palladium (II) dichloride and 100 ml of DMF was stirred at 80° C. for 3 hours. After cooling the reaction mixture, 300 ml of ethyl acetate and 17.8 g of potassium fluoride were added to the mixture, and the resulting mixture was stirred at room temperature overnight. After filtration with Celite, the filtrate was washed, dried and concentrated. The residue was... Starting materials: C, COCC1CN(Cc2ccccc2)C(C)CO1, CO, Cl, [Pd]. Product: Cl, COCC1CNC(C)CO1. Reaction SMILES: [C:19].[CH2:1]([c:2]1[cH:3][cH:4][cH:5][cH:6][cH:7]1)[N:8]1[CH2:9][CH:10]([CH2:15][O:16][CH3:17])[O:11][CH2:12][CH:13]1[CH3:14].[CH3:21][OH:22].[ClH:18].[Pd:20]>>[ClH:18].[NH:8]1[CH2:9][CH:10]([CH2:15][O:16][CH3:17])[O:11][CH2:12][CH:13]1[CH3:14]. Starting materials: C(C)(=O)OCC (ethyl acetate), Cl (hydrochloric acid), [BH4-].[Na+] (Sodium borohydride), C(=O)C=1N(C=CC1)C=1C=C(C(=O)OC)C=CC1O (methyl 3-(2-formylpyrrol-1-yl)-4-hydroxybenzoate). The solvent is O (water), O1CCCC1 (tetrahydrofuran). Run at time 1 hour. Product: OC1=C(C=C(C(=O)OC)C=C1)N1C(=CC=C1)CO (methyl 4-hydroxy-3-(2-hydroxymethylpyrrol-1-yl)benzoate). Yield: 84.0%. Reaction SMILES: [BH4-].[Na+].[CH:3]([C:5]1[N:6]([C:10]2[CH:11]=[C:12]([CH:17]=[CH:18][C:19]=2[OH:20])[C:13]([O:15][CH3:16])=[O:14])[CH:7]=[CH:8][CH:9]=1)=[O:4].C(OCC)(=O)C.Cl>O1CCCC1.O>[OH:20][C:19]1[CH:18]=[CH:17][C:12]([C:13]([O:15][CH3:16])=[O:14])=[CH:11][C:10]=1[N:6]1[CH:7]=[CH:8][CH:9]=[C:5]1[CH2:3][OH:4] |f:0.1|. Reported procedure: Sodium borohydride (0.46 g) was added to a solution of methyl 3-(2-formylpyrrol-1-yl)-4-hydroxybenzoate (3.0 g) in tetrahydrofuran (30 ml) and the mixture was stirred for 1 hour at ambient temperature. The reaction mixture was added to the mixture of ethyl acetate and water and adjusted to pH 7.5 with 6N-hydrochloric acid. The separated organic layer was washed with water, dried over magnesium sulfate and evaporated in vacuo to give methyl 4-hydroxy-3-(2-hydroxymethylpyrrol-1-yl)benzoate (2.54 g... The reactants are FC=1C(=C(C=CC1)C(CC(C=O)(C(F)(F)F)O)CCC)OC (4-(3-fluoro-2-methoxyphenyl)-2-hydroxy-2-(trifluoromethyl)heptanal), NC1=C2C=NC(=NC2=CC=C1)C (5-amino-2-methylquinazoline), O (water). The reagents and catalysts are [O-]CC.[O-]CC.[O-]CC.[O-]CC.[Ti+4] (titanium tetraethoxide). Run in C1(=CC=CC=C1)C (toluene). Yields the product FC=1C(=C(C=CC1)C(CC(C=NC1=C2C=NC(=NC2=CC=C1)C)(O)C(F)(F)F)CCC)OC (4-(3-fluoro-2-methoxyphenyl)-1-[(2-methylquinazolin-5-yl)imino]-2-(trifluoromethyl)heptan-2-ol). Isolated yield 86.8%. As a reaction SMILES: [F:1][C:2]1[C:3]([O:21][CH3:22])=[C:4]([CH:8]([CH2:18][CH2:19][CH3:20])[CH2:9][C:10]([OH:17])([C:13]([F:16])([F:15])[F:14])[CH:11]=O)[CH:5]=[CH:6][CH:7]=1.[NH2:23][C:24]1[CH:33]=[CH:32][CH:31]=[C:30]2[C:25]=1[CH:26]=[N:27][C:28]([CH3:34])=[N:29]2.O>C1(C)C=CC=CC=1.[O-]CC.[O-]CC.[O-]CC.[O-]CC.[Ti+4]>[F:1][C:2]1[C:3]([O:21][CH3:22])=[C:4]([CH:8]([CH2:18][CH2:19][CH3:20])[CH2:9][C:10]([C:13]([F:16])([F:14])[F:15])([OH:17])[CH:11]=[N:23][C:24]2[CH:33]=[CH:32][CH:31]=[C:30]3[C:25]=2[CH:26]=[N:27][C:28]([CH3:34])=[N:29]3)[CH:5]=[CH:6][CH:7]=1 |f:4.5.6.7.8|. Reported procedure: 300 mg (0.97 mmol) of 4-(3-fluoro-2-methoxyphenyl)-2-hydroxy-2-(trifluoromethyl)heptanal and 138 mg (0.87 mmol) of 5-amino-2-methylquinazoline are dissolved in 28 ml of toluene and the solution is admixed with 0.48 ml of titanium tetraethoxide. The reaction mixture is heated at 100° for 2 hours, cooled, poured into water and stirred vigorously. The suspension is filtered through Celite, the filter bed being rinsed thoroughly with ethyl acetate. The phases of the filtrate are separated and extrac...